From a dataset of the Open Reaction Database (ORD), a public repository of structured organic reaction records. describe an organic reaction: reactants, conditions, products, and yield Starting materials: CN1CCCC1Cc1cn(S(=O)(=O)c2ccccc2)c2ccc(OCc3ccccc3)cc12, CCO. Product: CN1CCCC1Cc1cn(S(=O)(=O)c2ccccc2)c2ccc(O)cc12. As a reaction SMILES: [CH2:1]([c:2]1[cH:3][cH:4][cH:5][cH:6][cH:7]1)[O:8][c:9]1[cH:10][c:11]2[c:12]([CH2:27][CH:28]3[N:29]([CH3:33])[CH2:30][CH2:31][CH2:32]3)[cH:13][n:14]([S:18](=[O:19])(=[O:20])[c:21]3[cH:22][cH:23][cH:24][cH:25][cH:26]3)[c:15]2[cH:16][cH:17]1.[CH3:34][CH2:35][OH:36]>>[OH:8][c:9]1[cH:10][c:11]2[c:12]([CH2:27][CH:28]3[N:29]([CH3:33])[CH2:30][CH2:31][CH2:32]3)[cH:13][n:14]([S:18](=[O:19])(=[O:20])[c:21]3[cH:22][cH:23][cH:24][cH:25][cH:26]3)[c:15]2[cH:16][cH:17]1. Reactants: N (ammonia), P(=O)(Cl)(Cl)Cl (phosphoryl chloride), FC=1C=C2C(=NC1)N(N=C2C=2N=NC(=C(N2)O)C(C(=O)OC)(C)C)CC2=C(C=CC=C2)F (Methyl 2-{3-[5-fluoro-1-(2-fluorobenzyl)-1H-pyrazolo[3,4-b]pyridin-3-yl]-5-hydroxy-1,2,4-triazin-6-yl}-2-methylpropanoate), [Cl-].[Na+] (sodium chloride). Solvent: C(C)#N (acetonitrile), C(C)#N (acetonitrile). Reaction conditions: time 8 hour. The product is FC1=C(CN2N=C(C=3C2=NC=CC3)C=3N=NC2=C(N3)NC(C2(C)C)=O)C=CC=C1 (3-[1-(2-Fluorobenzyl)-1H-pyrazolo[3,4-b]pyridin-3-yl]-7,7-dimethyl-5,7-dihydro-6H-pyrrolo[2,3-e][1,2,4]triazin-6-one). RXN SMILES: P(Cl)(Cl)(Cl)=O.F[C:7]1[CH:8]=[C:9]2[C:15]([C:16]3[N:17]=[N:18][C:19]([C:23]([CH3:29])([CH3:28])[C:24]([O:26]C)=O)=[C:20](O)[N:21]=3)=[N:14][N:13]([CH2:30][C:31]3[CH:36]=[CH:35][CH:34]=[CH:33][C:32]=3[F:37])[C:10]2=[N:11][CH:12]=1.[NH3:38].[Cl-].[Na+]>C(#N)C>[F:37][C:32]1[CH:33]=[CH:34][CH:35]=[CH:36][C:31]=1[CH2:30][N:13]1[C:10]2=[N:11][CH:12]=[CH:7][CH:8]=[C:9]2[C:15]([C:16]2[N:17]=[N:18][C:19]3[C:23]([CH3:28])([CH3:29])[C:24](=[O:26])[NH:38][C:20]=3[N:21]=2)=[N:14]1 |f:3.4|. Reported procedure: 50 ml of phosphoryl chloride were added to 9.700 g (22.025 mmol) of the compound from Example 61A, and the mixture was stirred at RT overnight. The reaction mixture was dissolved in 150 ml of acetonitrile and, with ice cooling, stirred into a mixture of 1337 ml of concentrated aqueous ammonia solution (35% strength) and 1300 ml of acetonitrile. The mixture was stirred at room temperature for 2 days. 300 g of sodium chloride were then added. Two phases formed. The organic phase was separated off ... Starting materials: CN(N=CCC1=C(C=C(C=C1)Cl)Cl)C (2,4-dichlorophenylacetaldehyde N,N-dimethylhydrazone), C([O-])([O-])=O.[Rb+].[Rb+] (rubidium carbonate), C(C)(C)(C)P(C(C)(C)C)C(C)(C)C (tri(t-butyl)phosphine), N1C=CC=C1 (pyrrole). The product is N1(C=CC=C1)C1=CC=C2C=CN(C2=C1)N(C)C (6-(1-pyrrolyl)-1-(dimethylamino)indole). As a reaction SMILES: [CH3:1][N:2]([CH3:14])[N:3]=[CH:4][CH2:5][C:6]1[CH:11]=[CH:10][C:9](Cl)=[CH:8][C:7]=1Cl.C(P(C(C)(C)C)C(C)(C)C)(C)(C)C.[NH:28]1[CH:32]=[CH:31][CH:30]=[CH:29]1.C(=O)([O-])[O-].[Rb+].[Rb+]>>[N:28]1([C:9]2[CH:10]=[C:11]3[C:6]([CH:5]=[CH:4][N:3]3[N:2]([CH3:14])[CH3:1])=[CH:7][CH:8]=2)[CH:32]=[CH:31][CH:30]=[CH:29]1 |f:3.4.5|. Procedure: 6-(1-pyrrolyl)-1-(dimethylamino)indole was prepared in the same manner as in Example 12 except that 2,4-dichlorophenylacetaldehyde N,N-dimethylhydrazone was used in place of 2,6-dichlorophenylacetaldehyde N,N-dimethylhydrazone, tri(t-butyl)phosphine was used in place of 1-(N,N-dimethylaminomethyl)-2-(di-t-butylphosphino)ferrocene, pyrrole was used in place of piperazine, and rubidium carbonate was used in place of t-butoxysodium. (Yield: 2′%). Reactants: Oc1ccc(-c2cc3cc(O)cc(CBr)c3o2)cc1, CN(C)C=O, N#C[K], O. Yields the product N#CCc1cc(O)cc2cc(-c3ccc(O)cc3)oc12. Reaction SMILES: [Br:1][CH2:2][c:3]1[cH:4][c:5]([OH:19])[cH:6][c:7]2[cH:8][c:9](-[c:12]3[cH:13][cH:14][c:15]([OH:18])[cH:16][cH:17]3)[o:10][c:11]12.[CH3:24][N:25]([CH3:26])[CH:27]=[O:28].[K:20][C:21]#[N:22].[OH2:23]>>[CH2:2]([c:3]1[cH:4][c:5]([OH:19])[cH:6][c:7]2[cH:8][c:9](-[c:12]3[cH:13][cH:14][c:15]([OH:18])[cH:16][cH:17]3)[o:10][c:11]12)[C:21]#[N:22]. Reactants: C1CCOC1, O=C(Cl)OCC(Cl)(Cl)Cl, Cc1ccc(-n2nc(C(C)(CF)CF)cc2N)cc1, [Na+], [Na+], O=C([O-])[O-], O. The product is Cc1ccc(-n2nc(C(C)(CF)CF)cc2NC(=O)OCC(Cl)(Cl)Cl)cc1. RXN SMILES: [CH2:36]1[O:37][CH2:38][CH2:39][CH2:40]1.[Cl:1][C:2](=[O:3])[O:4][CH2:5][C:6]([Cl:7])([Cl:8])[Cl:9].[F:16][CH2:17][C:18]([CH3:19])([CH2:20][F:21])[c:22]1[cH:23][c:24]([NH2:34])[n:25](-[c:27]2[cH:28][cH:29][c:30]([CH3:33])[cH:31][cH:32]2)[n:26]1.[Na+:10].[Na+:11].[O-:12][C:13](=[O:14])[O-:15].[OH2:35]>>[C:2](=[O:3])([O:4][CH2:5][C:6]([Cl:7])([Cl:8])[Cl:9])[NH:34][c:24]1[cH:23][c:22]([C:18]([CH2:17][F:16])([CH3:19])[CH2:20][F:21])[n:26][n:25]1-[c:27]1[cH:28][cH:29][c:30]([CH3:33])[cH:31][cH:32]1. The reactants are [Br-], C1CCOC1, [Li]CCCC, C[P+](c1ccccc1)(c1ccccc1)c1ccccc1, CCCCCC, COCOc1ccc(C(C)=O)cc1OC. Yields the product C=C(C)c1ccc(OCOC)c(OC)c1. RXN SMILES: [Br-:21].[CH2:42]1[O:43][CH2:44][CH2:45][CH2:46]1.[CH3:1][CH2:2][CH2:3][CH2:4][Li:5].[CH3:22][P+:23]([c:24]1[cH:25][cH:26][cH:27][cH:28][cH:29]1)([c:30]1[cH:31][cH:32][cH:33][cH:34][cH:35]1)[c:36]1[cH:37][cH:38][cH:39][cH:40][cH:41]1.[CH3:47][CH2:48][CH2:49][CH2:50][CH2:51][CH3:52].[CH3:6][O:7][c:8]1[cH:9][c:10]([C:18]([CH3:19])=[O:20])[cH:11][cH:12][c:13]1[O:14][CH2:15][O:16][CH3:17]>>[CH2:1]=[C:18]([c:10]1[cH:9][c:8]([O:7][CH3:6])[c:13]([O:14][CH2:15][O:16][CH3:17])[cH:12][cH:11]1)[CH3:19]. Reactants: C(C)OC(CCCCCCN(CC1=CC=C(C=C1)\C=C\C1=CC=CC=C1)S(=O)(=O)C)=O (trans-7-[methanesulfonyl-(4-styryl-benzyl)-amino]-heptanoic acid ethyl ester). Reagents/catalysts: [Pd].[C] (Pd carbon). Solvent: CO (MeOH), CCOC(=O)C (EtOAc). Run at time 20 hour. Product: C(C)OC(CCCCCCN(CC1=CC=C(C=C1)CCC1=CC=CC=C1)S(=O)(=O)C)=O (7-[methanesulfonyl-(4-phenethyl-benzyl)-amino]-heptanoic acid ethyl ester). Isolated yield 99.5%. RXN SMILES: [CH2:1]([O:3][C:4](=[O:31])[CH2:5][CH2:6][CH2:7][CH2:8][CH2:9][CH2:10][N:11]([S:27]([CH3:30])(=[O:29])=[O:28])[CH2:12][C:13]1[CH:18]=[CH:17][C:16](/[CH:19]=[CH:20]/[C:21]2[CH:26]=[CH:25][CH:24]=[CH:23][CH:22]=2)=[CH:15][CH:14]=1)[CH3:2]>CO.CCOC(C)=O.[Pd].[C]>[CH2:1]([O:3][C:4](=[O:31])[CH2:5][CH2:6][CH2:7][CH2:8][CH2:9][CH2:10][N:11]([S:27]([CH3:30])(=[O:28])=[O:29])[CH2:12][C:13]1[CH:14]=[CH:15][C:16]([CH2:19][CH2:20][C:21]2[CH:26]=[CH:25][CH:24]=[CH:23][CH:22]=2)=[CH:17][CH:18]=1)[CH3:2] |f:3.4|. Procedure: A solution of trans-7-[methanesulfonyl-(4-styryl-benzyl)-amino]-heptanoic acid ethyl ester (0.60 g) in MeOH (5 mL) and EtOAc (50 mL) was added to 10% Pd/carbon (0.2 g). The reaction mixture was placed on a Parr hydrogenator and was hydrogenated for 20 h at 50 psi. The reaction mixture was filtered through celite and concentrated in vacuo to afford 7-[methanesulfonyl-(4-phenethyl-benzyl)-amino]-heptanoic acid ethyl ester (0.60 g). 1H NMR (400 MHz, CDCl3) δ 7.30-7.10 (m, 9H), 4.32 (s, 2H), 4.10 (q...